From a dataset of the Open Reaction Database (ORD), a public repository of structured organic reaction records. describe an organic reaction: reactants, conditions, products, and yield The reactants are C1CCOC1, CCOC(C)=O, COC(=O)C1CC(C)(C)Oc2nc(-c3ccccc3Cl)c(-c3ccc(Cl)cc3)cc21, [K+], [OH-]. Yields the product CC1(C)CC(C(=O)O)c2cc(-c3ccc(Cl)cc3)c(-c3ccccc3Cl)nc2O1. Reaction SMILES: [CH2:33]1[O:34][CH2:35][CH2:36][CH2:37]1.[CH3:38][CH2:39][O:40][C:41]([CH3:42])=[O:43].[Cl:1][c:2]1[c:3](-[c:8]2[c:9](-[c:24]3[cH:25][cH:26][c:27]([Cl:30])[cH:28][cH:29]3)[cH:10][c:11]3[c:12]([n:13]2)[O:14][C:15]([CH3:22])([CH3:23])[CH2:16][CH:17]3[C:18](=[O:19])[O:20][CH3:21])[cH:4][cH:5][cH:6][cH:7]1.[K+:32].[OH-:31]>>[Cl:1][c:2]1[c:3](-[c:8]2[c:9](-[c:24]3[cH:25][cH:26][c:27]([Cl:30])[cH:28][cH:29]3)[cH:10][c:11]3[c:12]([n:13]2)[O:14][C:15]([CH3:22])([CH3:23])[CH2:16][CH:17]3[C:18](=[O:19])[OH:20])[cH:4][cH:5][cH:6][cH:7]1. Product: C(C1=CC=CC=C1)OC=1C(C=C(OC1CO)CNS(=O)(=O)C1=CC=CC=C1)=O (N-(5-benzyloxy-6-hydroxymethyl-4-oxo-4H-pyran-2-ylmethyl)-benzene sulfonamide). Starting materials: OC=1C(C=C(OC1CO)CNS(=O)(=O)C1=CC=CC=C1)=O (N-(5-hydroxy-6-hydroxymethyl-4-oxo-4H-pyran-2-ylmethyl)-benzene sulfonamide), CO (methanol), C(C1=CC=CC=C1)Br (benzyl bromide). Run at time 24 hour. Reported procedure: To a stirred solution of N-(5-hydroxy-6-hydroxymethyl-4-oxo-4H-pyran-2-ylmethyl)-benzene sulfonamide (9-01) (1.7 g, 5.46 mmol) in methanol (30 mL) aqueous NaOH (218.4 mg, 5.46 mmol, 2M) was added. After heating to reflux, benzyl bromide (0.654 mL, 5.46 mmol) was added and heating was continued for 24 h. After completion of the reaction, the mixture was concentrated to remove methanol, then diluted with water and extracted with dichloromethane. The combined organic layer was washed with saturated... Isolated yield 46.5%. RXN SMILES: [OH:1][C:2]1[C:3](=[O:21])[CH:4]=[C:5]([CH2:10][NH:11][S:12]([C:15]2[CH:20]=[CH:19][CH:18]=[CH:17][CH:16]=2)(=[O:14])=[O:13])[O:6][C:7]=1[CH2:8][OH:9].CO.[CH2:24](Br)[C:25]1[CH:30]=[CH:29][CH:28]=[CH:27][CH:26]=1>>[CH2:24]([O:1][C:2]1[C:3](=[O:21])[CH:4]=[C:5]([CH2:10][NH:11][S:12]([C:15]2[CH:16]=[CH:17][CH:18]=[CH:19][CH:20]=2)(=[O:14])=[O:13])[O:6][C:7]=1[CH2:8][OH:9])[C:25]1[CH:30]=[CH:29][CH:28]=[CH:27][CH:26]=1.